The task is: describe an organic reaction: reactants, conditions, products, and yield. This data is from the Open Reaction Database (ORD), a public repository of structured organic reaction records. The reactants are C(C)C1=CC2=C(O1)C=CC=C2 (2-ethylbenzo[b]furan), ClS(=O)(=O)O (chlorosulfonic acid), P(Cl)(Cl)(Cl)(Cl)Cl (phosphorous pentachloride). The solvent is C(Cl)Cl (CH2Cl2). Yields the product C(C)C1=C(C2=C(O1)C=CC=C2)S(=O)(=O)Cl (2-Ethylbenzo[b]furan-3-sulfonyl chloride), orange solid. Isolated yield 42.0%. Reaction SMILES: [CH2:1]([C:3]1[O:7][C:6]2[CH:8]=[CH:9][CH:10]=[CH:11][C:5]=2[CH:4]=1)[CH3:2].[Cl:12][S:13](O)(=[O:15])=[O:14].P(Cl)(Cl)(Cl)(Cl)Cl>C(Cl)Cl>[CH2:1]([C:3]1[O:7][C:6]2[CH:8]=[CH:9][CH:10]=[CH:11][C:5]=2[C:4]=1[S:13]([Cl:12])(=[O:15])=[O:14])[CH3:2]. Procedure: 2-Ethylbenzo[b]furan-3-sulfonyl chloride was prepared by the method of Example 82C with 2-ethylbenzo[b]furan (6.9 mmols, 1.0 g), chlorosulfonic acid (8.9 mmols, 0.6 ml) phosphorous oxychloride (21 mmols, 1.9 ml), phosphorous pentachloride (6.9 mmols, 1.4 g) and CH2Cl2 (10 ml). Flash chromatography (2% ethyl acetate/hexanes) provided 0.71 g (42%) of an orange solid.